Dataset: the Open Reaction Database (ORD), a public repository of structured organic reaction records. Task: describe an organic reaction: reactants, conditions, products, and yield Reactants: O=C(CCl)c1ccccc1, O=C(CCC1CCNCC1)c1cc2c3c(c1)CCN3C(=O)CC2. The product is Cl, O=C(CCC1CCN(CC(=O)c2ccccc2)CC1)c1cc2c3c(c1)CCN3C(=O)CC2. As a reaction SMILES: [CH2:24]([C:25](=[O:26])[c:27]1[cH:28][cH:29][cH:30][cH:31][cH:32]1)[Cl:33].[NH:1]1[CH2:2][CH2:3][CH:4]([CH2:7][CH2:8][C:9](=[O:10])[c:11]2[cH:12][c:13]3[c:18]4[c:19]([cH:20]2)[CH2:21][CH2:22][N:17]4[C:16](=[O:23])[CH2:15][CH2:14]3)[CH2:5][CH2:6]1>>[ClH:33].[N:1]1([CH2:24][C:25](=[O:26])[c:27]2[cH:28][cH:29][cH:30][cH:31][cH:32]2)[CH2:2][CH2:3][CH:4]([CH2:7][CH2:8][C:9](=[O:10])[c:11]2[cH:12][c:13]3[c:18]4[c:19]([cH:20]2)[CH2:21][CH2:22][N:17]4[C:16](=[O:23])[CH2:15][CH2:14]3)[CH2:5][CH2:6]1. Reactants: ClC1=NC=C(C(=N1)C)NC(C)=O (N-(2-chloro-4-methylpyrimidin-5-yl)acetamide), C(C)(=O)[O-].[K+] (potassium acetate), C(C)(=O)OC(C)=O (acetic anhydride), N(=O)OCCC(C)C (isoamyl nitrite). The solvent is C(Cl)(Cl)Cl (chloroform). Yields the product ClC=1N=CC2=C(N1)C=NN2C(C)=O (1-[5-chloro-1H-pyrazolo[4,3-d]pyrimidin-1-yl]ethan-1-one). Isolated yield 77.3%. RXN SMILES: [Cl:1][C:2]1[N:7]=[C:6]([CH3:8])[C:5]([NH:9][C:10](=[O:12])[CH3:11])=[CH:4][N:3]=1.C([O-])(=O)C.[K+].C(OC(=O)C)(=O)C.[N:25](OCCC(C)C)=O>C(Cl)(Cl)Cl>[Cl:1][C:2]1[N:3]=[CH:4][C:5]2[N:9]([C:10](=[O:12])[CH3:11])[N:25]=[CH:8][C:6]=2[N:7]=1 |f:1.2|. Procedure: A solution of N-(2-chloro-4-methylpyrimidin-5-yl)acetamide (9 g, 46.06 mmol, 1.00 equiv, 95%), potassium acetate (3.3 g, 32.95 mmol, 0.72 equiv, 98%), acetic anhydride (17.27 g, 165.78 mmol, 3.60 equiv) and isoamyl nitrite (13.6 g, 116.24 mmol, 2.52 equiv, 98%) in chloroform (180 mL) was reflux overnight. The resulting mixture was washed with water, dried over anhydrous sodium sulfate and concentrated under vacuum to give 7 g (73%) of 1-[5-chloro-1H-pyrazolo[4,3-d]pyrimidin-1-yl]ethan-1-one as a... Starting materials: BrC1=CC=C2CC(NC2=C1)=O (6-bromo-2-oxindole), C([O-])([O-])=O.[K+].[K+] (potassium carbonate), N#N (N2), NC1=C(SC2=NC(=CC(=C21)C(F)(F)F)N2CCC(CC2)NCC(O)C2=NC=C(C=C2)Br)C(=O)N (3-Amino-6-{4-[2-(5-bromo-pyridin-2-yl)-2-hydroxy-ethylamino]-piperidin-1-yl}-4-trifluoromethyl-thieno[2,3-b]pyridine-2-carboxylic acid amide), B1(OC(C(O1)(C)C)(C)C)B2OC(C(O2)(C)C)(C)C (bis(pinacolato)diboron), C(C)(=O)[O-].[K+] (potassium acetate), SiO2. Reagents/catalysts: C=1C=CC(=CC1)[P](C=2C=CC=CC2)(C=3C=CC=CC3)[Pd]([P](C=4C=CC=CC4)(C=5C=CC=CC5)C=6C=CC=CC6)([P](C=7C=CC=CC7)(C=8C=CC=CC8)C=9C=CC=CC9)[P](C=1C=CC=CC1)(C=1C=CC=CC1)C=1C=CC=CC1 (tetrakis(triphenylphosphine)palladium(0)). The solvent is CN(C)C=O (DMF), O (water), CN(C)C=O (DMF). Run at temperature 80 celsius. The product is NC1=C(SC2=NC(=CC(=C21)C(F)(F)F)N2CCC(CC2)NCC(C2=NC=C(C=C2)C2=CC=C1CC(NC1=C2)=O)O)C(=O)N (3-Amino-6-(4-{2-hydroxy-2-[5-(2-oxo-2,3-dihydro-1H-indol-6-yl)-pyridin-2-yl]-ethylamino}-piperidin-1-yl)-4-trifluoromethyl-thieno[2,3-b]pyridine-2-carboxylic acid amide). The yield is 12.5%. As a reaction SMILES: [NH2:1][C:2]1[C:10]2[C:5](=[N:6][C:7]([N:15]3[CH2:20][CH2:19][CH:18]([NH:21][CH2:22][CH:23]([C:25]4[CH:30]=[CH:29][C:28](Br)=[CH:27][N:26]=4)[OH:24])[CH2:17][CH2:16]3)=[CH:8][C:9]=2[C:11]([F:14])([F:13])[F:12])[S:4][C:3]=1[C:32]([NH2:34])=[O:33].B1(B2OC(C)(C)C(C)(C)O2)OC(C)(C)C(C)(C)O1.C([O-])(=O)C.[K+].N#N.Br[C:61]1[CH:69]=[C:68]2[C:64]([CH2:65][C:66](=[O:70])[NH:67]2)=[CH:63][CH:62]=1.C(=O)([O-])[O-].[K+].[K+]>CN(C=O)C.O.C1C=CC([P]([Pd]([P](C2C=CC=CC=2)(C2C=CC=CC=2)C2C=CC=CC=2)([P](C2C=CC=CC=2)(C2C=CC=CC=2)C2C=CC=CC=2)[P](C2C=CC=CC=2)(C2C=CC=CC=2)C2C=CC=CC=2)(C2C=CC=CC=2)C2C=CC=CC=2)=CC=1>[NH2:1][C:2]1[C:10]2[C:5](=[N:6][C:7]([N:15]3[CH2:20][CH2:19][CH:18]([NH:21][CH2:22][CH:23]([OH:24])[C:25]4[CH:30]=[CH:29][C:28]([C:61]5[CH:69]=[C:68]6[C:64]([CH2:65][C:66](=[O:70])[NH:67]6)=[CH:63][CH:62]=5)=[CH:27][N:26]=4)[CH2:17][CH2:16]3)=[CH:8][C:9]=2[C:11]([F:14])([F:13])[F:12])[S:4][C:3]=1[C:32]([NH2:34])=[O:33] |f:2.3,6.7.8,^1:86,88,107,126|. Procedure: An N2-purged suspension of 3-Amino-6-{4-[2-(5-bromo-pyridin-2-yl)-2-hydroxy-ethylamino]-piperidin-1-yl}-4-trifluoromethyl-thieno[2,3-b]pyridine-2-carboxylic acid amide (150 mg, 0.268 mmol), bis(pinacolato)diboron (153 mg, 0.590 mmol), [1,1′-bis(diphenylphosphino)ferrocene]dichloropalladium(II)-CH2Cl2 complex (33 mg, 0.040 mmol), and potassium acetate (133 mg, 1.34 mmol) in dry DMF (4 ml) was heated at 80° C. for 2.5 h. The crude reaction mixture was then added directly via syringe to a stirring,...